Dataset: the Open Reaction Database (ORD), a public repository of structured organic reaction records. Task: describe an organic reaction: reactants, conditions, products, and yield Starting materials: ClCC=1OC(=NN1)C=1C=CC2=C(C(=CO2)C2=CC(=CC=C2)OC(F)(F)F)C1 (2-(chloromethyl)-5-[3-[3-(trifluoromethoxy)phenyl]-1-benzofuran-5-yl]-1,3,4-oxadiazole), CC(C)([O-])C.[K+] (potassium tert-butoxide), CC(C)([O-])C.[K+] (Potassium tert-butoxide). Solvent: CO (methanol). Conditions: temperature 50 celsius, time 8 hour. The product is COCC=1OC(=NN1)C=1C=CC2=C(C(=CO2)C2=CC(=CC=C2)OC(F)(F)F)C1 (2-(methoxymethyl)-5-[3-[3-(trifluoromethoxy)phenyl]-1-benzofuran-5-yl]-1,3,4-oxadiazole). The yield is 67.4%. Reaction SMILES: Cl[CH2:2][C:3]1[O:4][C:5]([C:8]2[CH:9]=[CH:10][C:11]3[O:15][CH:14]=[C:13]([C:16]4[CH:21]=[CH:20][CH:19]=[C:18]([O:22][C:23]([F:26])([F:25])[F:24])[CH:17]=4)[C:12]=3[CH:27]=2)=[N:6][N:7]=1.C[C:29](C)([O-:31])C.[K+]>CO>[CH3:29][O:31][CH2:2][C:3]1[O:4][C:5]([C:8]2[CH:9]=[CH:10][C:11]3[O:15][CH:14]=[C:13]([C:16]4[CH:21]=[CH:20][CH:19]=[C:18]([O:22][C:23]([F:26])([F:25])[F:24])[CH:17]=4)[C:12]=3[CH:27]=2)=[N:6][N:7]=1 |f:1.2|. Procedure: A solution of 2-(chloromethyl)-5-[3-[3-(trifluoromethoxy)phenyl]-1-benzofuran-5-yl]-1,3,4-oxadiazole (0.30 g, 0.76 mmol) and potassium tert-butoxide (85%, 0.12 g, 0.91 mmol) in methanol (5 mL) was stirred overnight at room temperature. Potassium tert-butoxide (85%, 0.03 g, 0.23 mmol) was added to the reaction mixture, and the resulting mixture was stirred at 50° C. overnight. The reaction mixture was concentrated under reduced pressure, saturated aqueous ammonium chloride solution was added to t... As a reaction SMILES: [CH3:1][O:2][c:3]1[cH:4][c:5]2[c:6]([CH2:12][CH2:13][CH2:14][C:15]([OH:16])=[O:17])[cH:7][nH:8][c:9]2[cH:10][cH:11]1.[CH3:29][CH:30]([N:31]=[C:32]=[N:33][CH:34]([CH3:35])[CH3:36])[CH3:37].[CH3:39][S:40](=[O:41])(=[O:42])[NH:43][c:44]1[cH:45][cH:46][c:47]2[c:48]([cH:55]1)[O:49][CH:50]([CH2:53][NH2:54])[CH2:51][O:52]2.[ClH:38].[O:56]=[CH:57][N:58]([CH3:59])[CH3:60].[OH2:18].[OH:19][n:20]1[c:21]2[cH:22][cH:23][cH:24][cH:25][c:26]2[n:27][n:28]1>>[CH3:1][O:2][c:3]1[cH:4][c:5]2[c:6]([CH2:12][CH2:13][CH2:14][CH2:15][NH:54][CH2:53][CH:50]3[O:49][c:48]4[c:47]([cH:46][cH:45][c:44]([NH:43][S:40]([CH3:39])(=[O:41])=[O:42])[cH:55]4)[O:52][CH2:51]3)[cH:7][nH:8][c:9]2[cH:10][cH:11]1. The reactants are COc1ccc2[nH]cc(CCCC(=O)O)c2c1, CC(C)N=C=NC(C)C, CS(=O)(=O)Nc1ccc2c(c1)OC(CN)CO2, Cl, CN(C)C=O, O, On1nnc2ccccc21. Yields the product COc1ccc2[nH]cc(CCCCNCC3COc4ccc(NS(C)(=O)=O)cc4O3)c2c1. The reactants are C(C)(C)(C)OC(=O)N(C(OC(C)(C)C)=O)C1=NC=NC(=C1OC)NC1=CC(=C2N(C1=O)C1(NC2=O)CCCCC1)C (tert-butyl N-tert-butoxycarbonyl-N-(5-methoxy-6-((8′-methyl-1′,5′-dioxo-1′,5′-dihydro-2′H-spiro[cyclohexane-1,3′-imidazo[1,5-a]pyridin]-6′-yl)amino)pyrimidin-4-yl)carbamate), ClCCl (dichloromethane), B(Br)(Br)Br (boron tribromide). Run in O (water). Run at time 8 hour. The product is NC1=C(C(=NC=N1)NC1=CC(=C2N(C1=O)C1(NC2=O)CCCCC1)C)O (6′-((6-amino-5-hydroxypyrimidin-4-yl)amino)-8′-methyl-2′H-spiro[cyclohexane-1,3′-imidazo[1,5-a]pyridine]-1′,5′-dione). Reaction SMILES: C(OC([N:8]([C:16]1[C:21]([O:22]C)=[C:20]([NH:24][C:25]2[C:30](=[O:31])[N:29]3[C:32]4([CH2:40][CH2:39][CH2:38][CH2:37][CH2:36]4)[NH:33][C:34](=[O:35])[C:28]3=[C:27]([CH3:41])[CH:26]=2)[N:19]=[CH:18][N:17]=1)C(=O)OC(C)(C)C)=O)(C)(C)C.ClCCl.B(Br)(Br)Br>O>[NH2:8][C:16]1[N:17]=[CH:18][N:19]=[C:20]([NH:24][C:25]2[C:30](=[O:31])[N:29]3[C:32]4([CH2:40][CH2:39][CH2:38][CH2:37][CH2:36]4)[NH:33][C:34](=[O:35])[C:28]3=[C:27]([CH3:41])[CH:26]=2)[C:21]=1[OH:22]. Procedure: A flask was charged with tert-butyl N-tert-butoxycarbonyl-N-(5-methoxy-6-((8′-methyl-1′,5′-dioxo-1′,5′-dihydro-2′H-spiro[cyclohexane-1,3′-imidazo[1,5-a]pyridin]-6′-yl)amino)pyrimidin-4-yl)carbamate (3, 0.40 g, 0.70 mmol) and dichloromethane (20 mL) was added and mixture was cooled to −20° C. boron tribromide (0.87 g, 3.50 mmol) was then added to the mixture drop wise. The reaction mass was stirred at room temperature overnight. After completion, water was added to the reaction mixture and quench... Reactants: [K].C(C1=CC=CC=C1)NS(N)(=O)=O (benzylsulfamic acid amide potassium salt), ClC1=NC(=NC(=C1OC1=C(C=CC=C1)OC)Cl)SC (4,6-Dichloro-5-(2-methoxy-phenoxy)-2-methylsulfanyl-pyrimidine), C(CC(O)(C(=O)O)CC(=O)O)(=O)O (citric acid). Run in CS(=O)C (DMSO). Run at temperature 0 celsius, time 18 hour. The product is ClC1=C(C(=NC(=N1)SC)NS(NCC1=CC=CC=C1)(=O)=O)OC1=C(C=CC=C1)OC (benzylsulfamic acid [6-chloro-5-(2-methoxy-phenoxy)-2-methylsulfanyl-pyrimidin-4-yl]-amide). Isolated yield 79.2%. Reaction SMILES: Cl[C:2]1[C:7]([O:8][C:9]2[CH:14]=[CH:13][CH:12]=[CH:11][C:10]=2[O:15][CH3:16])=[C:6]([Cl:17])[N:5]=[C:4]([S:18][CH3:19])[N:3]=1.[K].[CH2:21]([NH:28][S:29](=[O:32])(=[O:31])[NH2:30])[C:22]1[CH:27]=[CH:26][CH:25]=[CH:24][CH:23]=1.C(O)(=O)CC(CC(O)=O)(C(O)=O)O>CS(C)=O>[Cl:17][C:6]1[N:5]=[C:4]([S:18][CH3:19])[N:3]=[C:2]([NH:30][S:29](=[O:31])(=[O:32])[NH:28][CH2:21][C:22]2[CH:27]=[CH:26][CH:25]=[CH:24][CH:23]=2)[C:7]=1[O:8][C:9]1[CH:14]=[CH:13][CH:12]=[CH:11][C:10]=1[O:15][CH3:16] |f:1.2,^1:19|. Reported procedure: 4,6-Dichloro-5-(2-methoxy-phenoxy)-2-methylsulfanyl-pyrimidine (1.5 g) was dissolved in DMSO (30 ml) and benzylsulfamic acid amide potassium salt (2.12 g, Referential Example 22) was added. Stirring was continued for 18 h. The reaction mixture was poured onto water, acidified by solid citric acid (1.9 g), cooled to 0° C. and the precipitate was filtered off and purified by column chromatography over silica gel with hexane/EtOAc=2/1 to give benzylsulfamic acid [6-chloro-5-(2-methoxy-phenoxy)-2-me... Starting materials: COC(=O)C=1N(N=C(C1)OCC=1C(=NOC1C)CCCC)C (5-(3-butyl-5-methyl-isoxazol-4-ylmethoxy)-2-methyl-2H-pyrazole-3-carboxylic acid methyl ester), CC(CO)N (DL-2-amino-1-propanol). The product is OCC(C)NC(=O)C=1N(N=C(C1)OCC=1C(=NOC1C)CCCC)C (Rac-5-(3-Butyl-5-methyl-isoxazol-4-ylmethoxy)-2-methyl-2H-pyrazole-3-carboxylic acid (2-hydroxy-1-methyl-ethyl)-amide). Isolated yield 70.0%. Reaction SMILES: CO[C:3]([C:5]1[N:6]([CH3:22])[N:7]=[C:8]([O:10][CH2:11][C:12]2[C:13]([CH2:18][CH2:19][CH2:20][CH3:21])=[N:14][O:15][C:16]=2[CH3:17])[CH:9]=1)=[O:4].[CH3:23][CH:24]([NH2:27])[CH2:25][OH:26]>>[OH:26][CH2:25][CH:24]([NH:27][C:3]([C:5]1[N:6]([CH3:22])[N:7]=[C:8]([O:10][CH2:11][C:12]2[C:13]([CH2:18][CH2:19][CH2:20][CH3:21])=[N:14][O:15][C:16]=2[CH3:17])[CH:9]=1)=[O:4])[CH3:23]. Procedure details: As described for example 85b, 5-(3-butyl-5-methyl-isoxazol-4-ylmethoxy)-2-methyl-2H-pyrazole-3-carboxylic acid methyl ester (60 mg, 0.2 mmol), was converted, using DL-2-amino-1-propanol instead of ethanolamine, to the title compound (48 mg, 70%) which was obtained as a colorless oil. MS: m/e=351.3 [M+H]+. The reactants are CCN(CC)CCN(CC(OC)OC)C(=O)CCOCCc1cccc2ccccc12, ClCCl, O=C(O)C(F)(F)F. Product: CCN(CC)CCN(CC=O)C(=O)CCOCCc1cccc2ccccc12. As a reaction SMILES: [CH2:1]([CH3:2])[N:3]([CH2:4][CH2:5][N:6]([C:7]([CH2:8][CH2:9][O:10][CH2:11][CH2:12][c:13]1[cH:14][cH:15][cH:16][c:17]2[cH:18][cH:19][cH:20][cH:21][c:22]12)=[O:23])[CH2:24][CH:25]([O:26][CH3:29])[O:27][CH3:28])[CH2:30][CH3:31].[Cl:39][CH2:40][Cl:41].[OH:32][C:33]([C:34]([F:35])([F:36])[F:37])=[O:38]>>[CH2:1]([CH3:2])[N:3]([CH2:4][CH2:5][N:6]([C:7]([CH2:8][CH2:9][O:10][CH2:11][CH2:12][c:13]1[cH:14][cH:15][cH:16][c:17]2[cH:18][cH:19][cH:20][cH:21][c:22]12)=[O:23])[CH2:24][CH:25]=[O:26])[CH2:30][CH3:31].